From a dataset of the Open Reaction Database (ORD), a public repository of structured organic reaction records. describe an organic reaction: reactants, conditions, products, and yield Reactants: COC(C(=CC(N(C)CC1=CC=C(C=C1)F)=O)O)=O (3-[(4-Fluoro-benzyl)-methyl-carbamoyl]-2-hydroxy-acrylic acid methyl ester), C=O (paraformaldehyde), C1(=CC=CC=C1)CCN (2-phenyl-ethylamine), FC1=CC=C(CN(C(=O)C=2CN(C(C2O)=O)C)C)C=C1 (4-Hydroxy-1-methyl-5-oxo-2,5-dihydro-1H-pyrrole-3-carboxylic acid (4-fluoro-benzyl)-methyl amide). Yields the product FC1=CC=C(CN(C(=O)C=2CN(C(C2O)=O)CCC2=CC=CC=C2)C)C=C1 (4-Hydroxy-5-oxo-1-phenethyl-2,5-dihydro-1H-pyrrole-3-carboxylic acid (4-fluoro-benzyl)-methyl-amide). As a reaction SMILES: COC(=O)C(O)=CC(=O)N(CC1C=CC(F)=CC=1)C.C=O.[C:22]1([CH2:28][CH2:29][NH2:30])[CH:27]=[CH:26][CH:25]=[CH:24][CH:23]=1.[F:31][C:32]1[CH:50]=[CH:49][C:35]([CH2:36][N:37]([CH3:48])[C:38]([C:40]2[CH2:41]N(C)[C:43](=[O:46])[C:44]=2[OH:45])=[O:39])=[CH:34][CH:33]=1>>[F:31][C:32]1[CH:50]=[CH:49][C:35]([CH2:36][N:37]([CH3:48])[C:38]([C:40]2[CH2:41][N:30]([CH2:29][CH2:28][C:22]3[CH:27]=[CH:26][CH:25]=[CH:24][CH:23]=3)[C:43](=[O:46])[C:44]=2[OH:45])=[O:39])=[CH:34][CH:33]=1. Reported procedure: 3-[(4-Fluoro-benzyl)-methyl-carbamoyl]-2-hydroxy-acrylic acid methyl ester (Compound 1-D) was treated with paraformaldehyde and 2-phenyl-ethylamine as described in the preparation of Compound 1. HRMS (M+H) calcd for C21H22FN2O3: 369.1615. found: 369.1625. 1H NMR (500 MHz, CDCl3) δ: 2.92 (overlapping m, 5), 3.74 (t, 2, J=7), 3.92 (s, 2), 4.56 (s, 2), 7.01–7.29 (overlapping m, 9). 13C NMR (125 MHz, CDCl3) δ: 34.45, 34.60, 44.70, 49.42, 51.46, 109.12, 115.66, 115.83, 126.75, 128.63, 128.72, 129.26,... Starting materials: BrC(Br)(Br)Br, CCOC(C)=O, CN(C)C=O, CC(C)Cc1cc(-c2ccc(CO)cc2)c(S(=O)(=O)NC(C)(C)C)s1, c1ccc(P(c2ccccc2)c2ccccc2)cc1. Yields the product CC(C)Cc1cc(-c2ccc(CBr)cc2)c(S(=O)(=O)NC(C)(C)C)s1. Reaction SMILES: [Br:45][C:46]([Br:47])([Br:48])[Br:49].[CH3:55][CH2:56][O:57][C:58](=[O:59])[CH3:60].[O:50]=[CH:51][N:52]([CH3:53])[CH3:54].[OH:1][CH2:2][c:3]1[cH:4][cH:5][c:6](-[c:9]2[c:10]([S:18](=[O:19])(=[O:20])[NH:21][C:22]([CH3:23])([CH3:24])[CH3:25])[s:11][c:12]([CH2:14][CH:15]([CH3:16])[CH3:17])[cH:13]2)[cH:7][cH:8]1.[c:26]1([P:27]([c:28]2[cH:29][cH:30][cH:31][cH:32][cH:33]2)[c:34]2[cH:35][cH:36][cH:37][cH:38][cH:39]2)[cH:40][cH:41][cH:42][cH:43][cH:44]1>>[CH2:2]([c:3]1[cH:4][cH:5][c:6](-[c:9]2[c:10]([S:18](=[O:19])(=[O:20])[NH:21][C:22]([CH3:23])([CH3:24])[CH3:25])[s:11][c:12]([CH2:14][CH:15]([CH3:16])[CH3:17])[cH:13]2)[cH:7][cH:8]1)[Br:45].